Dataset: the Open Reaction Database (ORD), a public repository of structured organic reaction records. Task: describe an organic reaction: reactants, conditions, products, and yield Starting materials: N#Cc1ccc(Br)cn1, CCOC(=O)C1CCNCC1, Cc1ccccc1, CC(C)(C)[O-], CCOC(C)=O, [Na+], O, c1ccc(P(c2ccccc2)c2ccc3ccccc3c2-c2c(P(c3ccccc3)c3ccccc3)ccc3ccccc23)cc1. The product is CCOC(=O)C1CCN(c2ccc(C#N)nc2)CC1. As a reaction SMILES: [Br:12][c:13]1[cH:14][cH:15][c:16]([C:19]#[N:20])[n:17][cH:18]1.[CH2:1]([CH3:2])[O:3][C:4](=[O:5])[CH:6]1[CH2:7][CH2:8][NH:9][CH2:10][CH2:11]1.[CH3:21][c:22]1[cH:23][cH:24][cH:25][cH:26][cH:27]1.[CH3:28][C:29]([CH3:30])([O-:31])[CH3:32].[CH3:80][CH2:81][O:82][C:83]([CH3:84])=[O:85].[Na+:33].[OH2:86].[cH:34]1[cH:35][cH:36][c:37]([P:38]([c:39]2[cH:40][cH:41][c:42]3[c:43]([cH:44][cH:45][cH:46][cH:47]3)[c:48]2-[c:49]2[c:50]3[c:51]([cH:52][cH:53][cH:54][cH:55]3)[cH:56][cH:57][c:58]2[P:59]([c:60]2[cH:61][cH:62][cH:63][cH:64][cH:65]2)[c:66]2[cH:67][cH:68][cH:69][cH:70][cH:71]2)[c:72]2[cH:73][cH:74][cH:75][cH:76][cH:77]2)[cH:78][cH:79]1>>[CH2:1]([CH3:2])[O:3][C:4](=[O:5])[CH:6]1[CH2:7][CH2:8][N:9]([c:13]2[cH:14][cH:15][c:16]([C:19]#[N:20])[n:17][cH:18]2)[CH2:10][CH2:11]1. Reactants: Cl (hydrochloric acid), C1(=CC=CC=C1)[C@@H](C)N ((R)-1-phenylethylamine), C(C)(C)(C)OC (tert-butyl-methyl-ether). Solvent: C(C)(C)O (isopropanol), C(C)(C)O (isopropanol). Conditions: temperature 0 celsius. Yields the product Cl.C1(=CC=CC=C1)C(C)N (1-phenylethylamine hydrochloride). The yield is 84.4%. Reaction SMILES: [C:1]1([C@H:7]([NH2:9])[CH3:8])[CH:6]=[CH:5][CH:4]=[CH:3][CH:2]=1.[ClH:10].C(OC)(C)(C)C>C(O)(C)C>[ClH:10].[C:1]1([CH:7]([NH2:9])[CH3:8])[CH:6]=[CH:5][CH:4]=[CH:3][CH:2]=1 |f:4.5|. Procedure: At room temperature 122 g of (R)-1-phenylethylamine (1.0 mol) was dissolved in 30 mL of isopropanol. The solution was stirred and cooled to 0° C. Then, a previously prepared solution of 100 mL of 37% hydrochloric acid (118 g, 1.2 mol) in 320 mL of isopropanol was added during 1 h. The solution was stirred at 0° C. for an additional 40 min, and then it was concentrated on a rotary evaporator (16 mbar, bath 45° C.) to a volume of 300 mL. The translucent gel which had formed was transferred into a ...